Dataset: the Open Reaction Database (ORD), a public repository of structured organic reaction records. Task: describe an organic reaction: reactants, conditions, products, and yield Starting materials: Intermediate 14, ClC1=NC=CC(=N1)C1=C(N=C(S1)C(C)C)C=1C=CC(=C(N)C1)F (5-[5-(2-chloro-4-pyrimidinyl)-2-(1-methylethyl)-1,3-thiazol-4-yl]-2-fluoroaniline), FC=1C=C(C=CC1)S(=O)(=O)Cl (3-fluorobenzenesulfonyl chloride). Yields the product ClC1=NC=CC(=N1)C1=C(N=C(S1)C(C)C)C=1C=CC(=C(C1)NS(=O)(=O)C1=CC(=CC=C1)F)F (N-{5-[5-(2-Chloro-4-pyrimidinyl)-2-(1-methylethyl)-1,3-thiazol-4-yl]-2-fluorophenyl}-3-fluorobenzenesulfonamide). Reaction SMILES: [Cl:1][C:2]1[N:7]=[C:6]([C:8]2[S:12][C:11]([CH:13]([CH3:15])[CH3:14])=[N:10][C:9]=2[C:16]2[CH:17]=[CH:18][C:19]([F:23])=[C:20]([CH:22]=2)[NH2:21])[CH:5]=[CH:4][N:3]=1.[F:24][C:25]1[CH:26]=[C:27]([S:31](Cl)(=[O:33])=[O:32])[CH:28]=[CH:29][CH:30]=1>>[Cl:1][C:2]1[N:7]=[C:6]([C:8]2[S:12][C:11]([CH:13]([CH3:15])[CH3:14])=[N:10][C:9]=2[C:16]2[CH:17]=[CH:18][C:19]([F:23])=[C:20]([NH:21][S:31]([C:27]3[CH:28]=[CH:29][CH:30]=[C:25]([F:24])[CH:26]=3)(=[O:33])=[O:32])[CH:22]=2)[CH:5]=[CH:4][N:3]=1. Procedure: Following a procedure analogous to the procedure described in Intermediate 14 using 5-[5-(2-chloro-4-pyrimidinyl)-2-(1-methylethyl)-1,3-thiazol-4-yl]-2-fluoroaniline (12 g, 34.5 mmol) and 3-fluorobenzenesulfonyl chloride (8.72 g, 44.8 mmol) the title compound of Step A was obtained (9.3 g, 53.4%). 1H NMR (400 MHz, CDCl3) δ ppm 8.35 (d, J=5.3 Hz, 1H), 7.65-7.73 (m, 1H), 7.52-7.60 (m, 1H), 7.41-7.50 (m, 2H), 7.20-7.37 (m, 1H), 7.04-7.12 (m, 1H), 6.83-7.00 (m, 2H), 3.30-3.40 (m, 1H), 1.46 (d, J=6.8... Reactants: C(C)(C)(C)OC(=O)N[C@@H]1CC2=CC(=CC=C2CC1)OCCCC(=O)OCC (Ethyl (s)-4-[2-(tert-butoxycarbonylamino)-1,2,3,4-tetra-hydronaphthalen-7-yloxy]butyrate). Run in CO (methanol), C(C)O (ethanol), [OH-].[Na+] (sodium hydroxide). Product: C(C)(C)(C)OC(=O)N[C@@H]1CC2=CC(=CC=C2CC1)OCCCC(=O)O ((S)-4-[2-(tert-butoxycarbonylamino)-1,2,3,4-tetrahydronaphthalen-7-yloxy]butyric acid). The yield is 99.9%. As a reaction SMILES: [C:1]([O:5][C:6]([NH:8][C@H:9]1[CH2:18][CH2:17][C:16]2[C:11](=[CH:12][C:13]([O:19][CH2:20][CH2:21][CH2:22][C:23]([O:25]CC)=[O:24])=[CH:14][CH:15]=2)[CH2:10]1)=[O:7])([CH3:4])([CH3:3])[CH3:2]>CO.C(O)C.[OH-].[Na+]>[C:1]([O:5][C:6]([NH:8][C@H:9]1[CH2:18][CH2:17][C:16]2[C:11](=[CH:12][C:13]([O:19][CH2:20][CH2:21][CH2:22][C:23]([OH:25])=[O:24])=[CH:14][CH:15]=2)[CH2:10]1)=[O:7])([CH3:4])([CH3:2])[CH3:3] |f:3.4|. Reported procedure: Ethyl (s)-4-[2-(tert-butoxycarbonylamino)-1,2,3,4-tetra-hydronaphthalen-7-yloxy]butyrate (988 mg) was dissolved in a mixed solvent of methanol (15 ml) and ethanol (15 ml), and 2N aqueous sodium hydroxide solution (3.0 ml) was added to the solution at room temperature with stirring. After reaction for 2 hours, the reaction mixture was concentrated in vacuo. To the resulting residue was added 10% aqueous citric acid solution, and the mixture was extracted with ethyl acetate. The extract was washed... Reactants: CCO, [Na+], O=C([O-])O, Cl[Sn]Cl, CCOC(=O)CC(NS(=O)(=O)c1ccccc1)c1cccc([N+](=O)[O-])c1. The product is CCOC(=O)CC(NS(=O)(=O)c1ccccc1)c1cccc(N)c1. As a reaction SMILES: [CH3:35][CH2:36][OH:37].[Na+:34].[O-:30][C:31]([OH:32])=[O:33].[Sn:1]([Cl:2])[Cl:3].[c:4]1([S:10](=[O:11])(=[O:12])[NH:13][CH:14]([CH2:15][C:16](=[O:17])[O:18][CH2:19][CH3:20])[c:21]2[cH:22][c:23]([N+:27]([O-:28])=[O:29])[cH:24][cH:25][cH:26]2)[cH:5][cH:6][cH:7][cH:8][cH:9]1>>[c:4]1([S:10](=[O:11])(=[O:12])[NH:13][CH:14]([CH2:15][C:16](=[O:17])[O:18][CH2:19][CH3:20])[c:21]2[cH:22][c:23]([NH2:27])[cH:24][cH:25][cH:26]2)[cH:5][cH:6][cH:7][cH:8][cH:9]1. Reactants: Brc1c2ccc(n2)c(-c2ccccc2)c2ccc(cc3ccc(n3)c(-c3ccccc3)c3ccc1[nH]3)[nH]2, O=C([O-])[O-], ClCCl, C1CCOC1, COC(=O)C(N)Cc1ccccc1, Cl, [Cs+], [Cs+], c1ccc(P(c2ccccc2)c2ccccc2Oc2ccccc2P(c2ccccc2)c2ccccc2)cc1. The product is COC(=O)C(Cc1ccccc1)Nc1c2ccc(n2)c(-c2ccccc2)c2ccc(cc3ccc(n3)c(-c3ccccc3)c3ccc1[nH]3)[nH]2. RXN SMILES: [Br:1][c:2]1[c:3]2[cH:4][cH:5][c:6]([nH:7]2)[c:8](-[c:32]2[cH:33][cH:34][cH:35][cH:36][cH:37]2)[c:9]2[cH:10][cH:11][c:12]([cH:13][c:14]3[cH:15][cH:16][c:17]([c:18](-[c:24]4[cH:25][cH:26][cH:27][cH:28][cH:29]4)[c:19]4[cH:20][cH:21][c:22]1[n:23]4)[nH:30]3)[n:31]2.[C:91](=[O:92])([O-:93])[O-:94].[CH2:102]([Cl:103])[Cl:104].[CH2:97]1[O:98][CH2:99][CH2:100][CH2:101]1.[CH3:39][O:40][C:41]([CH:42]([NH2:43])[CH2:44][c:45]1[cH:46][cH:47][cH:48][cH:49][cH:50]1)=[O:51].[ClH:38].[Cs+:95].[Cs+:96].[c:52]1([P:53]([c:54]2[cH:55][cH:56][cH:57][cH:58][cH:59]2)[c:60]2[cH:61][cH:62][cH:63][cH:64][c:65]2[O:66][c:67]2[cH:68][cH:69][cH:70][cH:71][c:72]2[P:73]([c:74]2[cH:75][cH:76][cH:77][cH:78][cH:79]2)[c:80]2[cH:81][cH:82][cH:83][cH:84][cH:85]2)[cH:86][cH:87][cH:88][cH:89][cH:90]1>>[c:2]1([NH:43][CH:42]([C:41]([O:40][CH3:39])=[O:51])[CH2:44][c:45]2[cH:46][cH:47][cH:48][cH:49][cH:50]2)[c:3]2[cH:4][cH:5][c:6]([nH:7]2)[c:8](-[c:32]2[cH:33][cH:34][cH:35][cH:36][cH:37]2)[c:9]2[cH:10][cH:11][c:12]([cH:13][c:14]3[cH:15][cH:16][c:17]([c:18](-[c:24]4[cH:25][cH:26][cH:27][cH:28][cH:29]4)[c:19]4[cH:20][cH:21][c:22]1[n:23]4)[nH:30]3)[n:31]2. Procedure: 5-Amino-2-(3-hydroxyphenyl)-6-(1-(phenylsulfonyl)-1H-indol-4-ylamino)pyrimidine-4-carboxamide. Methyl 5-amino-2-(3-hydroxyphenyl)-6-(1-(phenylsulfonyl)-1H-indol-4-ylamino)pyrimidine-4-carboxylate (0.1 g, 0.19 mmol) was stirred in 7N NH3/MeOH (20 mL) at 55° C. for 24 h. LCMS shows only the desired product. The mixture was concentrated to afford the title compound, 50 mg, 0.1 mmol, 50%. MS (ESI) m/z 501.5[M+1]+. The solvent is N.CO (NH3 MeOH). Product: OC=1C=C(C=CC1)C1=NC(=C2NC(N(C2=N1)C1=C2C=CNC2=CC=C1)=O)C(=O)N (2-(3-HYDROXYPHENYL)-9-(1H-INDOL-4-YL)-8-OXO-8,9-DIHYDRO-7H-PURINE-6-CARBOXAMIDE). Reaction SMILES: [NH2:1][C:2]1[C:3]([C:34]([NH2:36])=[O:35])=[N:4][C:5]([C:27]2[CH:32]=[CH:31][CH:30]=[C:29]([OH:33])[CH:28]=2)=[N:6][C:7]=1[NH:8][C:9]1[CH:17]=[CH:16][CH:15]=[C:14]2[C:10]=1[CH:11]=[CH:12][N:13]2S(C1C=CC=CC=1)(=O)=O.NC1C(C(OC)=O)=NC(C2C=CC=[C:65]([OH:69])C=2)=NC=1NC1C=CC=C2C=1C=CN2S(C1C=CC=CC=1)(=O)=O>N.CO>[OH:33][C:29]1[CH:28]=[C:27]([C:5]2[N:6]=[C:7]3[C:2]([NH:1][C:65](=[O:69])[N:8]3[C:9]3[CH:17]=[CH:16][CH:15]=[C:14]4[C:10]=3[CH:11]=[CH:12][NH:13]4)=[C:3]([C:34]([NH2:36])=[O:35])[N:4]=2)[CH:32]=[CH:31][CH:30]=1 |f:2.3|. The reactants are NC=1C(=NC(=NC1NC1=C2C=CN(C2=CC=C1)S(=O)(=O)C1=CC=CC=C1)C1=CC(=CC=C1)O)C(=O)N (5-Amino-2-(3-hydroxyphenyl)-6-(1-(phenylsulfonyl)-1H-indol-4-ylamino)pyrimidine-4-carboxamide), NC=1C(=NC(=NC1NC1=C2C=CN(C2=CC=C1)S(=O)(=O)C1=CC=CC=C1)C1=CC(=CC=C1)O)C(=O)OC (Methyl 5-amino-2-(3-hydroxyphenyl)-6-(1-(phenylsulfonyl)-1H-indol-4-ylamino)pyrimidine-4-carboxylate). Starting materials: O=C([O-])[O-], CCOCC, CC1(C)OB(c2cn[nH]c2)OC1(C)C, CCOC(C)=O, C[Si](C)(C)CCOCn1ccc2c(Cl)ncnc21, [K+], [K+], CN(C)C=O, O. Product: C[Si](C)(C)CCOCn1ccc2c(-c3cn[nH]c3)ncnc21. Reaction SMILES: [C:38](=[O:39])([O-:40])[O-:41].[CH2:51]([O:52][CH2:53][CH3:54])[CH3:55].[CH3:19][C:20]1([CH3:21])[C:22]([CH3:23])([CH3:24])[O:25][B:26]([c:27]2[cH:28][n:29][nH:30][cH:31]2)[O:32]1.[CH3:45][CH2:46][O:47][C:48](=[O:49])[CH3:50].[Cl:1][c:2]1[c:3]2[c:4]([n:5][cH:6][n:7]1)[n:8]([CH2:11][O:12][CH2:13][CH2:14][Si:15]([CH3:16])([CH3:17])[CH3:18])[cH:9][cH:10]2.[K+:42].[K+:43].[O:33]=[CH:34][N:35]([CH3:36])[CH3:37].[OH2:44]>>[c:2]1(-[c:27]2[cH:28][nH:29][n:30][cH:31]2)[c:3]2[c:4]([n:5][cH:6][n:7]1)[n:8]([CH2:11][O:12][CH2:13][CH2:14][Si:15]([CH3:16])([CH3:17])[CH3:18])[cH:9][cH:10]2.